Dataset: the Open Reaction Database (ORD), a public repository of structured organic reaction records. Task: describe an organic reaction: reactants, conditions, products, and yield Starting materials: CO, COCOc1c(F)cc([N+](=O)[O-])cc1F, [Pd]. The product is COCOc1c(F)cc(N)cc1F. RXN SMILES: [CH3:17][OH:18].[F:1][c:2]1[cH:3][c:4]([N+:13]([O-:14])=[O:15])[cH:5][c:6]([F:12])[c:7]1[O:8][CH2:9][O:10][CH3:11].[Pd:16]>>[F:1][c:2]1[cH:3][c:4]([NH2:13])[cH:5][c:6]([F:12])[c:7]1[O:8][CH2:9][O:10][CH3:11]. Starting materials: crude product, ClC1=C(C=O)C(=CC=C1)F (2-chloro-6-fluorobenzaldehyde), C(C)(=O)[O-].[Na+] (sodium acetate), C(C)O (ethanol), Cl.C(=O)(O)CON.C(=O)(O)CON (carboxymethoxylamine hemihydrochloride), product. Solvent: O (water). Product: ClC(C(=O)O)ON=CC1=CC=CC=C1F (2-Chloro-6-fluorobenzylideneaminooxyacetic Acid). RXN SMILES: Cl[C:2]1[CH:9]=[CH:8][CH:7]=[C:6]([F:10])[C:3]=1[CH:4]=O.C(O)C.[ClH:14].[C:15]([CH2:18][O:19][NH2:20])([OH:17])=[O:16].C(CON)(O)=O.C([O-])(=O)C.[Na+]>O>[Cl:14][CH:18]([O:19][N:20]=[CH:4][C:3]1[C:6]([F:10])=[CH:7][CH:8]=[CH:9][CH:2]=1)[C:15]([OH:17])=[O:16] |f:2.3.4,5.6|. Reported procedure: A warm solution of 2.0 gm. (0.013 mole) of 2-chloro-6-fluorobenzaldehyde in 40 ml. of ethanol was stirred into a warm solution of 1.4 gm. (0.013 equiv.) of carboxymethoxylamine hemihydrochloride and 0.6 gm. (0.007 mole) of anhyd. sodium acetate in 40 ml. of water. The mixture was heated a half-hour on the steam bath, and was then evaporated to dryness under reduced pressure to yield an oil, which was induced to crystallize by vigorous stirring. The solid material was triturated under water, remo... RXN SMILES: [Br:28][c:29]1[cH:30][c:31](-[c:36]2[n:37][n:38][n:39][n:40]2-[c:41]2[c:42]([F:50])[c:43]([F:49])[c:44]([O:47][CH3:48])[cH:45][cH:46]2)[c:32]([NH2:35])[n:33][cH:34]1.[CH3:1][C:2]1([CH3:3])[C:4]([CH3:5])([CH3:6])[O:7][B:8]([c:9]2[cH:10][n:11][n:12]([CH:14]3[CH2:15][N:16]([C:20](=[O:21])[O:22][C:23]([CH3:24])([CH3:25])[CH3:26])[CH2:17][CH2:18][CH2:19]3)[cH:13]2)[O:27]1.[O:51]=[CH:52][N:53]([CH3:54])[CH3:55]>>[c:9]1(-[c:29]2[cH:30][c:31](-[c:36]3[n:37][n:38][n:39][n:40]3-[c:41]3[c:42]([F:50])[c:43]([F:49])[c:44]([O:47][CH3:48])[cH:45][cH:46]3)[c:32]([NH2:35])[n:33][cH:34]2)[cH:10][n:11][n:12]([CH:14]2[CH2:15][N:16]([C:20](=[O:21])[O:22][C:23]([CH3:24])([CH3:25])[CH3:26])[CH2:17][CH2:18][CH2:19]2)[cH:13]1. Starting materials: COc1ccc(-n2nnnc2-c2cc(Br)cnc2N)c(F)c1F, CC(C)(C)OC(=O)N1CCCC(n2cc(B3OC(C)(C)C(C)(C)O3)cn2)C1, CN(C)C=O. Yields the product COc1ccc(-n2nnnc2-c2cc(-c3cnn(C4CCCN(C(=O)OC(C)(C)C)C4)c3)cnc2N)c(F)c1F. Run in N1=CC=CC=C1 (pyridine). Reported procedure: 28.1 g (0.1 mole) of 4-(3',4',5'-trimethoxyphenyl)-oxo-methylmorpholine, 100 ml of pyridine and 22.3 g (0.1 mole) of phosphorus pentasulfide are reacted at the boiling point of the reaction mixture for 5 hours. Then the solvent is distilled off and the product is precipitated with water. The reactants are COC=1C=C(C=C(C1OC)OC)N1C(C(OCC1)=O)C (4-(3',4',5'-trimethoxyphenyl)-oxo-methylmorpholine), P12(=S)SP3(=S)SP(=S)(S1)SP(=S)(S2)S3 (phosphorus pentasulfide). RXN SMILES: [CH3:1][O:2][C:3]1[CH:4]=[C:5]([N:13]2[CH2:18][CH2:17][O:16][C:15](=O)[CH:14]2[CH3:20])[CH:6]=[C:7]([O:11][CH3:12])[C:8]=1[O:9][CH3:10].P12(SP3(SP(SP(S3)(S1)=S)(=S)S2)=S)=[S:22]>N1C=CC=CC=1>[CH3:1][O:2][C:3]1[CH:4]=[C:5]([N:13]2[CH2:18][CH2:17][O:16][CH2:15][CH:14]2[CH:20]=[S:22])[CH:6]=[C:7]([O:11][CH3:12])[C:8]=1[O:9][CH3:10]. Yields the product COC=1C=C(C=C(C1OC)OC)N1C(COCC1)C=S (4-(3',4',5'-Trimethoxyphenyl)-thioxomethylmorpholine). Reactants: CCCCO, COc1ccc(C(N)=O)cc1, CCOC(=O)c1sc(-c2ccc(OC)cc2)nc1C, CCO, CCOC(=O)C(Cl)C(C)=O, N, S=P12SP3(=S)SP(=S)(S1)SP(=S)(S2)S3. Yields the product COc1ccc(-c2nc(C)c(C(N)=O)s2)cc1. Reaction SMILES: [CH2:56]([OH:57])[CH2:58][CH2:59][CH3:60].[CH3:21][O:22][c:23]1[cH:24][cH:25][c:26]([C:27](=[O:28])[NH2:29])[cH:30][cH:31]1.[CH3:2][O:3][c:4]1[cH:5][cH:6][c:7](-[c:10]2[s:11][c:12]([C:16]([O:18][CH2:17][CH3:19])=[O:20])[c:13]([CH3:15])[n:14]2)[cH:8][cH:9]1.[CH3:61][CH2:62][OH:63].[Cl:32][CH:33]([C:34]([CH3:35])=[O:36])[C:37]([O:38][CH2:39][CH3:40])=[O:41].[NH3:1].[P:42]12(=[S:55])[S:43][P:44]3(=[S:54])[S:45][P:46](=[S:52])([S:47][P:48](=[S:51])([S:49]3)[S:50]1)[S:53]2>>[CH3:2][O:3][c:4]1[cH:5][cH:6][c:7](-[c:10]2[s:11][c:12]([C:16](=[O:18])[NH2:29])[c:13]([CH3:15])[n:14]2)[cH:8][cH:9]1. Starting materials: CCc1ncccc1CO, ClCCl, O=S(Cl)Cl. Product: CCc1ncccc1CCl. As a reaction SMILES: [CH2:1]([CH3:2])[c:3]1[n:4][cH:5][cH:6][cH:7][c:8]1[CH2:9][OH:10].[Cl:15][CH2:16][Cl:17].[S:11]([Cl:12])([Cl:13])=[O:14]>>[CH2:1]([CH3:2])[c:3]1[n:4][cH:5][cH:6][cH:7][c:8]1[CH2:9][Cl:13]. Reactants: CCOC(=O)C(=O)OCC, C1CCOC1, CC(=O)C12CC3CC(CC(C3)C1)C2, [H-], [Na+]. Product: CCOC(=O)C(=O)CC(=O)C12CC3CC(CC(C3)C1)C2. As a reaction SMILES: [C:1]([C:2]([O:4][CH2:3][CH3:5])=[O:6])(=[O:7])[O:8][CH2:9][CH3:10].[CH2:26]1[O:27][CH2:28][CH2:29][CH2:30]1.[CH3:13][C:14](=[O:15])[C:16]12[CH2:17][CH:18]3[CH2:19][CH:20]([CH2:21][CH:22]([CH2:23]1)[CH2:24]3)[CH2:25]2.[H-:11].[Na+:12]>>[C:1]([C:2](=[O:4])[CH2:13][C:14](=[O:15])[C:16]12[CH2:17][CH:18]3[CH2:19][CH:20]([CH2:21][CH:22]([CH2:23]1)[CH2:24]3)[CH2:25]2)(=[O:7])[O:8][CH2:9][CH3:10]. The reactants are ClCCl, CCOC(=O)c1c(-c2ccc(C(=O)O)cc2)c(C#N)c(CC)n1C, O=C1CCC(=O)N1Cl, Nc1ccccc1, O, c1ccc(P(c2ccccc2)c2ccccc2)cc1. Product: CCOC(=O)c1c(-c2ccc(C(=O)Nc3ccccc3)cc2)c(C#N)c(CC)n1C. Reaction SMILES: [CH2:59]([Cl:60])[Cl:61].[CH2:9]([CH3:10])[O:11][C:12](=[O:13])[c:14]1[n:15]([CH3:32])[c:16]([CH2:30][CH3:31])[c:17]([C:28]#[N:29])[c:18]1-[c:19]1[cH:20][cH:21][c:22]([C:25](=[O:26])[OH:27])[cH:23][cH:24]1.[Cl:1][N:2]1[C:3](=[O:4])[CH2:5][CH2:6][C:7]1=[O:8].[NH2:52][c:53]1[cH:54][cH:55][cH:56][cH:57][cH:58]1.[OH2:62].[c:33]1([P:34]([c:35]2[cH:36][cH:37][cH:38][cH:39][cH:40]2)[c:41]2[cH:42][cH:43][cH:44][cH:45][cH:46]2)[cH:47][cH:48][cH:49][cH:50][cH:51]1>>[CH2:9]([CH3:10])[O:11][C:12](=[O:13])[c:14]1[n:15]([CH3:32])[c:16]([CH2:30][CH3:31])[c:17]([C:28]#[N:29])[c:18]1-[c:19]1[cH:20][cH:21][c:22]([C:25](=[O:27])[NH:52][c:53]2[cH:54][cH:55][cH:56][cH:57][cH:58]2)[cH:23][cH:24]1. Reaction SMILES: [BH3:20].[CH3:17][S:18][CH3:19].[Cl:1][c:2]1[c:3]([N:8]2[CH2:9][CH2:10][CH:11]([C:14](=[O:15])[NH2:16])[CH2:12][CH2:13]2)[cH:4][cH:5][cH:6][cH:7]1.[O:21]1[CH2:22][CH2:23][CH2:24][CH2:25]1>>[Cl:1][c:2]1[c:3]([N:8]2[CH2:9][CH2:10][CH:11]([CH2:14][NH2:16])[CH2:12][CH2:13]2)[cH:4][cH:5][cH:6][cH:7]1. Product: NCC1CCN(c2ccccc2Cl)CC1. Reactants: B, CSC, NC(=O)C1CCN(c2ccccc2Cl)CC1, C1CCOC1. The reactants are CO, CCOC(=O)c1nn(C)c2c1CCc1cnc(I)nc1-2, [NH4+], O. Product: Cn1nc(C(N)=O)c2c1-c1nc(I)ncc1CC2. Reaction SMILES: [CH3:23][OH:24].[I:1][c:2]1[n:3][c:4]2[c:9]([cH:10][n:11]1)[CH2:8][CH2:7][c:6]1[c:5]-2[n:14]([CH3:15])[n:13][c:12]1[C:16]([O:18][CH2:17][CH3:19])=[O:20].[NH4+:22].[OH2:21]>>[I:1][c:2]1[n:3][c:4]2[c:9]([cH:10][n:11]1)[CH2:8][CH2:7][c:6]1[c:5]-2[n:14]([CH3:15])[n:13][c:12]1[C:16](=[O:18])[NH2:22].